Dataset: the Open Reaction Database (ORD), a public repository of structured organic reaction records. Task: describe an organic reaction: reactants, conditions, products, and yield Starting materials: ClC1=C(C(=O)C=2N(C=CC2)N(C(OCC)=O)C)C=CC=C1 ([2-(2-chlorobenzoyl)-1H-pyrrol-1-yl]-methyl-carbamic acid, ethyl ester), [OH-].[Na+] (sodium hydroxide), C(C)O (ethanol). Product: ClC1=C(C(=O)C=2N(C(=CC2)C)NC)C=CC=C1 (2-(2-Chlorobenzoyl)-1-methylamino-5-methylpyrrole). As a reaction SMILES: [Cl:1][C:2]1[CH:21]=[CH:20][CH:19]=[CH:18][C:3]=1[C:4]([C:6]1[N:7]([N:11]([CH3:17])C(=O)OCC)[CH:8]=[CH:9][CH:10]=1)=[O:5].[OH-].[Na+].[CH2:24](O)C>>[Cl:1][C:2]1[CH:21]=[CH:20][CH:19]=[CH:18][C:3]=1[C:4]([C:6]1[N:7]([NH:11][CH3:17])[C:8]([CH3:24])=[CH:9][CH:10]=1)=[O:5] |f:1.2|. Procedure details: A solution containing [2-(2-chlorobenzoyl)-1H-pyrrol-1-yl]-methyl-carbamic acid, ethyl ester (29.4 g, 91 mmol) and sodium hydroxide (11 g, 275 mmol) in 50% aqueous ethanol was heated under reflux for 16 hours. The excess ethanol was evaporated and the solution was adjusted to pH 7 with 10% HCl. The resultant slurry was extracted with three 100 ml portions of DCM, dried (MgSO4), filtered, and evaporated to give 22 g of solid. This solid was charcoaled and recrystallized from ether-hexane to give ... The reactants are CC(C)(C)OC(=O)N1C(NCc2ccc(F)cc2)=NC(c2ccccc2)C1c1ccccc1, CCOC(C)=O, Cl. Yields the product Cl, Fc1ccc(CNC2=NC(c3ccccc3)C(c3ccccc3)N2)cc1. Reaction SMILES: [C:2]([O:3][C:4](=[O:5])[N:9]1[C:10]([NH:26][CH2:27][c:28]2[cH:29][cH:30][c:31]([F:34])[cH:32][cH:33]2)=[N:11][CH:12]([c:20]2[cH:21][cH:22][cH:23][cH:24][cH:25]2)[CH:13]1[c:14]1[cH:15][cH:16][cH:17][cH:18][cH:19]1)([CH3:6])([CH3:7])[CH3:8].[CH3:35][CH2:36][O:37][C:38]([CH3:39])=[O:40].[ClH:1]>>[ClH:1].[N:9]1=[C:10]([NH:26][CH2:27][c:28]2[cH:29][cH:30][c:31]([F:34])[cH:32][cH:33]2)[NH:11][CH:12]([c:20]2[cH:21][cH:22][cH:23][cH:24][cH:25]2)[CH:13]1[c:14]1[cH:15][cH:16][cH:17][cH:18][cH:19]1. Starting materials: [BH4-], CCCCC1(CCCC)CCc2c(OCc3ccc4ccccc4n3)cccc2C1=O, CO, [Na+], O. Product: CCCCC1(CCCC)CCc2c(OCc3ccc4ccccc4n3)cccc2C1O. Reaction SMILES: [BH4-:32].[CH2:1]([CH2:2][CH2:3][CH3:4])[C:5]1([CH2:28][CH2:29][CH2:30][CH3:31])[C:6](=[O:27])[c:7]2[cH:8][cH:9][cH:10][c:11]([O:15][CH2:16][c:17]3[n:18][c:19]4[cH:20][cH:21][cH:22][cH:23][c:24]4[cH:25][cH:26]3)[c:12]2[CH2:13][CH2:14]1.[CH3:35][OH:36].[Na+:33].[OH2:34]>>[CH2:1]([CH2:2][CH2:3][CH3:4])[C:5]1([CH2:28][CH2:29][CH2:30][CH3:31])[CH:6]([OH:27])[c:7]2[cH:8][cH:9][cH:10][c:11]([O:15][CH2:16][c:17]3[n:18][c:19]4[cH:20][cH:21][cH:22][cH:23][c:24]4[cH:25][cH:26]3)[c:12]2[CH2:13][CH2:14]1. Starting materials: CC1(C)CC(=C(c2ccccc2)c2ccc(Br)cc2)CC(C)(C)C1, O=C([O-])[O-], C1CCOC1, Cn1cc(B2OC(C)(C)C(C)(C)O2)cn1, [Na+], [Na+], c1ccc(P(c2ccccc2)(c2ccccc2)[Pd](P(c2ccccc2)(c2ccccc2)c2ccccc2)(P(c2ccccc2)(c2ccccc2)c2ccccc2)P(c2ccccc2)(c2ccccc2)c2ccccc2)cc1. Yields the product Cn1cc(-c2ccc(C(=C3CC(C)(C)CC(C)(C)C3)c3ccccc3)cc2)cn1. RXN SMILES: [Br:1][c:2]1[cH:3][cH:4][c:5]([C:8](=[C:9]2[CH2:10][C:11]([CH3:17])([CH3:18])[CH2:12][C:13]([CH3:15])([CH3:16])[CH2:14]2)[c:19]2[cH:20][cH:21][cH:22][cH:23][cH:24]2)[cH:6][cH:7]1.[C:40](=[O:41])([O-:42])[O-:43].[CH2:123]1[O:124][CH2:125][CH2:126][CH2:127]1.[CH3:25][n:26]1[n:27][cH:28][c:29]([B:31]2[O:32][C:33]([CH3:34])([CH3:35])[C:36]([CH3:37])([CH3:38])[O:39]2)[cH:30]1.[Na+:44].[Na+:45].[cH:46]1[cH:47][cH:48][c:49]([P:50]([Pd:51]([P:52]([c:53]2[cH:54][cH:55][cH:56][cH:57][cH:58]2)([c:59]2[cH:60][cH:61][cH:62][cH:63][cH:64]2)[c:65]2[cH:66][cH:67][cH:68][cH:69][cH:70]2)([P:71]([c:72]2[cH:73][cH:74][cH:75][cH:76][cH:77]2)([c:78]2[cH:79][cH:80][cH:81][cH:82][cH:83]2)[c:84]2[cH:85][cH:86][cH:87][cH:88][cH:89]2)[P:90]([c:91]2[cH:92][cH:93][cH:94][cH:95][cH:96]2)([c:97]2[cH:98][cH:99][cH:100][cH:101][cH:102]2)[c:103]2[cH:104][cH:105][cH:106][cH:107][cH:108]2)([c:109]2[cH:110][cH:111][cH:112][cH:113][cH:114]2)[c:115]2[cH:116][cH:117][cH:118][cH:119][cH:120]2)[cH:121][cH:122]1>>[c:2]1(-[c:29]2[cH:28][n:27][n:26]([CH3:25])[cH:30]2)[cH:3][cH:4][c:5]([C:8](=[C:9]2[CH2:10][C:11]([CH3:17])([CH3:18])[CH2:12][C:13]([CH3:15])([CH3:16])[CH2:14]2)[c:19]2[cH:20][cH:21][cH:22][cH:23][cH:24]2)[cH:6][cH:7]1. Starting materials: C(C)OC(=O)[C@H](CCCCCN1C(C=2C(C1=O)=CC=CC2)=O)N[C@H]2COC1=C(N(C2=O)CC(=O)OC(C)(C)C)C=CC=C1 (tert-butyl 3(S)-[1(S)-ethoxycarbonyl-6-phthalimidohexyl]amino-4-oxo-2,3,4,5-tetrahydro-1,5-benzoxazepine-5-acetate), O.NN (hydrazine hydrate). Solvent: C(C)O (ethanol). Reaction conditions: time 8 hour. The product is C(C)(C)(C)OC(=O)NCCCCC[C@@H](C(=O)OCC)N[C@H]1COC2=C(N(C1=O)CC(=O)OC(C)(C)C)C=CC=C2 (tert-butyl 3(S)-[6-tert-butoxycarbonylamino-1(S)-ethoxycarbonylhexyl]amino-4-oxo-2,3,4,5-tetrahydro-1,5-benzoxazepine-5-acetate). Yield: 175.0%. RXN SMILES: [CH2:1]([O:3][C:4]([C@@H:6]([NH:23][C@@H:24]1[C:30](=[O:31])[N:29]([CH2:32][C:33]([O:35][C:36]([CH3:39])([CH3:38])[CH3:37])=[O:34])[C:28]2[CH:40]=[CH:41][CH:42]=[CH:43][C:27]=2[O:26][CH2:25]1)[CH2:7][CH2:8][CH2:9][CH2:10][CH2:11][N:12]1C(=O)C2=CC=CC=C2[C:13]1=[O:22])=[O:5])[CH3:2].[OH2:44].NN>C(O)C>[C:36]([O:44][C:13]([NH:12][CH2:11][CH2:10][CH2:9][CH2:8][CH2:7][C@H:6]([NH:23][C@@H:24]1[C:30](=[O:31])[N:29]([CH2:32][C:33]([O:35][C:36]([CH3:39])([CH3:37])[CH3:38])=[O:34])[C:28]2[CH:40]=[CH:41][CH:42]=[CH:43][C:27]=2[O:26][CH2:25]1)[C:4]([O:3][CH2:1][CH3:2])=[O:5])=[O:22])([CH3:39])([CH3:38])[CH3:37] |f:1.2|. Procedure details: A mixture of tert-butyl 3(S)-[1(S)-ethoxycarbonyl-6-phthalimidohexyl]amino-4-oxo-2,3,4,5-tetrahydro-1,5-benzoxazepine-5-acetate (0.65 g), hydrazine hydrate (0.27 g) and ethanol (10 ml) is allowed to stand overnight at room temperature. The mixture is concentrated in vacuo, diluted with water (50 ml) and extracted with ethyl acetate (50 ml×4). To a mixture of the organic extract, water (50 ml) and sodium bicarbonate (0.65 g) are added dropwise di-tert-butyl dicarbonate (0.36 g) with stirring at r...